From a dataset of the Open Reaction Database (ORD), a public repository of structured organic reaction records. describe an organic reaction: reactants, conditions, products, and yield Starting materials: BrC=1C=C(C(=O)N(C)C[C@@H](CC=C)C2=CC=C(C=C2)F)C=C(C1)I (3-bromo-N-[(2S)-2-(4-fluorophenyl)pent-4en-1-yl]-5-iodo-N-methylbenzamide), ClC=1C=C(C(=O)N(C)C[C@@H](CC=C)C2=CC=C(C=C2)F)C=C(C1)Cl (3,5-dichloro-N-[(2S)-2-(4-fluorophenyl)pent-4-en-1-yl]-N-methylbenzamide). Yields the product BrC=1C=C(C(=O)N(C)C[C@@H](CC=O)C2=CC=C(C=C2)F)C=C(C1)I (3-Bromo-N-[(2S)-2-(4-fluorophenyl)-4-oxobutyl]-5-iodo-N-methylbenzamide). As a reaction SMILES: [Br:1][C:2]1[CH:3]=[C:4]([CH:21]=[C:22]([I:24])[CH:23]=1)[C:5]([N:7]([CH2:9][C@H:10]([C:14]1[CH:19]=[CH:18][C:17]([F:20])=[CH:16][CH:15]=1)[CH2:11][CH:12]=C)[CH3:8])=[O:6].ClC1C=C(C=C(Cl)C=1)C(N(C[C@H](C1C=CC(F)=CC=1)CC=C)C)=[O:30]>>[Br:1][C:2]1[CH:3]=[C:4]([CH:21]=[C:22]([I:24])[CH:23]=1)[C:5]([N:7]([CH2:9][C@H:10]([C:14]1[CH:19]=[CH:18][C:17]([F:20])=[CH:16][CH:15]=1)[CH2:11][CH:12]=[O:30])[CH3:8])=[O:6]. Procedure: The compound was synthesized in an analogous way to that of Method 21b but using 3-bromo-N-[(2S)-2-(4-fluorophenyl)pent-4en-1-yl]-5-iodo-N-methylbenzamide rather than 3,5-dichloro-N-[(2S)-2-(4-fluorophenyl)pent-4-en-1-yl]-N-methylbenzamide (yield, 100%). 1H NMR (500 MHz, CDCl3): 2.6-3.2 (cm, 4H), 3.4-3.9 (cm, 2H), 4.0-4.2, (cm, 2H), 6.8-8.2 (cm, 7H), 9.8 (s, 1H). The reactants are NC1=CC2=CC(=CC=C2C=C1[N+](=O)[O-])S(=O)CC(C)C (2-amino-7-isobutylsulfinyl-3-nitronaphthalene), S(=O)([O-])S(=O)[O-].[Na+].[Na+] (sodium hydrosulfite), O (water). Solvent: C(C)O (ethanol). Product: C(C(C)C)S(=O)C1=CC=C2C=C(C(=CC2=C1)N)N (7-Isobutylsulfinyl-2,3-naphthalenediamine). Reaction SMILES: [NH2:1][C:2]1[C:11]([N+:12]([O-])=O)=[CH:10][C:9]2[C:4](=[CH:5][C:6]([S:15]([CH2:17][CH:18]([CH3:20])[CH3:19])=[O:16])=[CH:7][CH:8]=2)[CH:3]=1.S(S([O-])=O)([O-])=O.[Na+].[Na+].O>C(O)C>[CH2:17]([S:15]([C:6]1[CH:5]=[C:4]2[C:9]([CH:10]=[C:11]([NH2:12])[C:2]([NH2:1])=[CH:3]2)=[CH:8][CH:7]=1)=[O:16])[CH:18]([CH3:20])[CH3:19] |f:1.2.3|. Procedure: To 0.025 mole of the 2-amino-7-isobutylsulfinyl-3-nitronaphthalene in 100 ml of 95% ethanol is added a solution of 3.4 equivalents of sodium hydrosulfite (Na2S2O4) in a solution of 100 ml of water and 15 ml concentrated (28%) ammonium hydroxide. The mixture is refluxed for 5 minutes and an amount of hydrosulfite solution equal to 10% of the original is added to the refluxing mixture. TLC (silica gel, ether) indicates consumption of starting material. The mixture is concentrated to one-half its o... The reactants are Cl (hydrochloric acid), COC(CN1C(=C(C2=CC(=CC=C12)F)CC=1SC=CC1S(=O)(=O)C=1SC=CC1)C)=O ({5-fluoro-2-methyl-3-[3-(thiophene-2-sulfonyl)thiophen-2-ylmethyl]indol-1-yl}acetic acid methyl ester), O1CCCC1 (tetrahydrofuran), [OH-].[Li+] (lithium hydroxide). Solvent: O (water). Run at time 1 hour. The product is FC=1C=C2C(=C(N(C2=CC1)CC(=O)O)C)CC=1SC=CC1S(=O)(=O)C=1SC=CC1 ({5-fluoro-2-methyl-3-[3-(thiophene-2-sulfonyl)thiophen-2-ylmethyl]indol-1-yl}acetic acid). Yield: 54.0%. RXN SMILES: C[O:2][C:3](=[O:30])[CH2:4][N:5]1[C:13]2[C:8](=[CH:9][C:10]([F:14])=[CH:11][CH:12]=2)[C:7]([CH2:15][C:16]2[S:17][CH:18]=[CH:19][C:20]=2[S:21]([C:24]2[S:25][CH:26]=[CH:27][CH:28]=2)(=[O:23])=[O:22])=[C:6]1[CH3:29].O1CCCC1.[OH-].[Li+].Cl>O>[F:14][C:10]1[CH:9]=[C:8]2[C:13](=[CH:12][CH:11]=1)[N:5]([CH2:4][C:3]([OH:30])=[O:2])[C:6]([CH3:29])=[C:7]2[CH2:15][C:16]1[S:17][CH:18]=[CH:19][C:20]=1[S:21]([C:24]1[S:25][CH:26]=[CH:27][CH:28]=1)(=[O:22])=[O:23] |f:2.3|. Reported procedure: A mixture of {5-fluoro-2-methyl-3-[3-(thiophene-2-sulfonyl)thiophen-2-ylmethyl]indol-1-yl}acetic acid methyl ester (0.17 g), tetrahydrofuran (0.35 mL) and water (0.35 mL) was treated with lithium hydroxide (0.088 g), and the resulting mixture was stirred at room temperature for 1 hour. The mixture was cooled to 0° C., pH adjusted to 5 by the addition of 1.0 M aqueous hydrochloric acid solution and extracted with ethyl acetate. The combined organic extract was washed with saturated aqueous sodium... The reactants are BrC1=CN=C(S1)C(=O)N (5-bromo-thiazole-2-carboxylic acid amide), Compound 212, C(C)(C)(C)OC(N(C=1C=2N(C(=CN1)[Sn](CCCC)(CCCC)CCCC)C=CN2)C2=CC=C(C=C2)N2CCOCC2)=O ((4-morpholin-4-yl-phenyl)-(5-tributylstannanyl-imidazo[1,2-a]pyrazin-8-yl)-carbamic acid tert-butyl ester). Reagents/catalysts: C=1C=CC(=CC1)[P](C=2C=CC=CC2)(C=3C=CC=CC3)[Pd]([P](C=4C=CC=CC4)(C=5C=CC=CC5)C=6C=CC=CC6)([P](C=7C=CC=CC7)(C=8C=CC=CC8)C=9C=CC=CC9)[P](C=1C=CC=CC1)(C=1C=CC=CC1)C=1C=CC=CC1 (Pd(PPh3)4). Solvent: CN(C)C=O (DMF). Yields the product N1(CCOCC1)C1=CC=C(C=C1)NC=1C=2N(C(=CN1)C1=CN=C(S1)C(=O)N)C=CN2 (5-[8-(4-Morpholin-4-yl-phenylamino)-imidazo[1,2-a]pyrazin-5-yl]-thiazole-2-carboxylic acid amide), base. Yield: 49.0%. As a reaction SMILES: C(OC(=O)[N:7]([C:30]1[CH:35]=[CH:34][C:33]([N:36]2[CH2:41][CH2:40][O:39][CH2:38][CH2:37]2)=[CH:32][CH:31]=1)[C:8]1[C:9]2[N:10]([CH:27]=[CH:28][N:29]=2)[C:11]([Sn](CCCC)(CCCC)CCCC)=[CH:12][N:13]=1)(C)(C)C.Br[C:44]1[S:48][C:47]([C:49]([NH2:51])=[O:50])=[N:46][CH:45]=1>CN(C=O)C.C1C=CC([P]([Pd]([P](C2C=CC=CC=2)(C2C=CC=CC=2)C2C=CC=CC=2)([P](C2C=CC=CC=2)(C2C=CC=CC=2)C2C=CC=CC=2)[P](C2C=CC=CC=2)(C2C=CC=CC=2)C2C=CC=CC=2)(C2C=CC=CC=2)C2C=CC=CC=2)=CC=1>[N:36]1([C:33]2[CH:34]=[CH:35][C:30]([NH:7][C:8]3[C:9]4[N:10]([CH:27]=[CH:28][N:29]=4)[C:11]([C:44]4[S:48][C:47]([C:49]([NH2:51])=[O:50])=[N:46][CH:45]=4)=[CH:12][N:13]=3)=[CH:31][CH:32]=2)[CH2:41][CH2:40][O:39][CH2:38][CH2:37]1 |^1:60,62,81,100|. Procedure details: In the same way as described for Compound 212, step 3, using (4-morpholin-4-yl-phenyl)-(5-tributylstannanyl-imidazo[1,2-a]pyrazin-8-yl)-carbamic acid tert-butyl ester (0.25 g, 0.365 mmol), 5-bromo-thiazole-2-carboxylic acid amide (60.5 mg, 0.29 mmol) and Pd(PPh3)4 (63.3 mg, 0.055 mmol) in DMF. Purification by silica gel column chromatography eluting with 99:1 and 95:5 DCM:MeOH affords the title compound as a free base (27.4 mg, 49%). Starting materials: CCOC(=O)Cc1ccccc1Br, CCOC(C)=O, Cc1ccccc1, Cc1ccc(B(O)O)cc1, CO, [Na+], [Na+], O=C([O-])[O-], O, c1ccc(P(c2ccccc2)(c2ccccc2)[Pd](P(c2ccccc2)(c2ccccc2)c2ccccc2)(P(c2ccccc2)(c2ccccc2)c2ccccc2)P(c2ccccc2)(c2ccccc2)c2ccccc2)cc1. The product is CCOC(=O)Cc1ccccc1-c1ccc(C)cc1. RXN SMILES: [Br:1][c:2]1[c:3]([CH2:8][C:9](=[O:10])[O:11][CH2:12][CH3:13])[cH:4][cH:5][cH:6][cH:7]1.[CH3:109][CH2:110][O:111][C:112](=[O:113])[CH3:114].[CH3:116][c:117]1[cH:118][cH:119][cH:120][cH:121][cH:122]1.[CH3:20][c:21]1[cH:22][cH:23][c:24]([B:27]([OH:28])[OH:29])[cH:25][cH:26]1.[CH3:30][OH:31].[Na+:14].[Na+:15].[O-:16][C:17](=[O:18])[O-:19].[OH2:115].[cH:32]1[cH:33][cH:34][c:35]([P:36]([Pd:37]([P:38]([c:39]2[cH:40][cH:41][cH:42][cH:43][cH:44]2)([c:45]2[cH:46][cH:47][cH:48][cH:49][cH:50]2)[c:51]2[cH:52][cH:53][cH:54][cH:55][cH:56]2)([P:57]([c:58]2[cH:59][cH:60][cH:61][cH:62][cH:63]2)([c:64]2[cH:65][cH:66][cH:67][cH:68][cH:69]2)[c:70]2[cH:71][cH:72][cH:73][cH:74][cH:75]2)[P:76]([c:77]2[cH:78][cH:79][cH:80][cH:81][cH:82]2)([c:83]2[cH:84][cH:85][cH:86][cH:87][cH:88]2)[c:89]2[cH:90][cH:91][cH:92][cH:93][cH:94]2)([c:95]2[cH:96][cH:97][cH:98][cH:99][cH:100]2)[c:101]2[cH:102][cH:103][cH:104][cH:105][cH:106]2)[cH:107][cH:108]1>>[c:2]1(-[c:24]2[cH:23][cH:22][c:21]([CH3:20])[cH:26][cH:25]2)[c:3]([CH2:8][C:9](=[O:10])[O:11][CH2:12][CH3:13])[cH:4][cH:5][cH:6][cH:7]1. Starting materials: [H][H], Nc1c(N=O)cnn1CCO. Yields the product Nc1cnn(CCO)c1N. Reaction SMILES: [H:12][H:13].[NH2:1][c:2]1[c:3]([N:10]=[O:11])[cH:4][n:5][n:6]1[CH2:7][CH2:8][OH:9]>>[NH2:1][c:2]1[c:3]([NH2:10])[cH:4][n:5][n:6]1[CH2:7][CH2:8][OH:9]. Reactants: IC=1C=C2C(C(NC2=CC1)=O)=O (5-iodo-1H-indole-2,3-dione), C(CCCCCC)C1=CC=C(C(=O)NC2=CC=C(C=C2)C(=O)NN)C=C1 (4-heptyl-N-[4-(hydrazinocarbonyl)phenyl]-benzamide). Run in C(C)(=O)O (acetic acid). Conditions: temperature 100 celsius. Yields the product C(CCCCCC)C1=CC=C(C(=O)NC2=CC=C(C=C2)C(=O)NN=C2C(NC3=CC=C(C=C23)I)=O)C=C1 (4-Heptyl-N-(4-{[2-(5-iodo-2-oxo-1,2-dihydro-3H-indol-3-ylidene)hydrazino]carbonyl}phenyl)benzamide). The yield is 91.0%. As a reaction SMILES: [I:1][C:2]1[CH:3]=[C:4]2[C:8](=[CH:9][CH:10]=1)[NH:7][C:6](=[O:11])[C:5]2=O.[CH2:13]([C:20]1[CH:38]=[CH:37][C:23]([C:24]([NH:26][C:27]2[CH:32]=[CH:31][C:30]([C:33]([NH:35][NH2:36])=[O:34])=[CH:29][CH:28]=2)=[O:25])=[CH:22][CH:21]=1)[CH2:14][CH2:15][CH2:16][CH2:17][CH2:18][CH3:19]>C(O)(=O)C>[CH2:13]([C:20]1[CH:38]=[CH:37][C:23]([C:24]([NH:26][C:27]2[CH:28]=[CH:29][C:30]([C:33]([NH:35][N:36]=[C:5]3[C:4]4[C:8](=[CH:9][CH:10]=[C:2]([I:1])[CH:3]=4)[NH:7][C:6]3=[O:11])=[O:34])=[CH:31][CH:32]=2)=[O:25])=[CH:22][CH:21]=1)[CH2:14][CH2:15][CH2:16][CH2:17][CH2:18][CH3:19]. Procedure details: Into a suspension of 5-iodo-1H-indole-2,3-dione in acetic acid was added 4-heptyl-N-[4-(hydrazinocarbonyl)phenyl]-benzamide. After stirring at 100° C. the reaction mixture was cooled to rt and a yellow solid precipitated out. Filtration on a fritté, washing with AcOH, water and drying under vacuo at 60° C. overnight gave 111 mg of the title compound (91%) as a yellow powder in 93.1% purity by HPLC (Rt: 6.3, gradient of 8 min, MaxPlot detection between 230 and 400 nm). The reactants are C(CCCCCCCCCCCCCCCCCCCCC)Br (docosyl bromide), Cl (hydrochloric acid), C(C)(=O)NC(C(=O)OCC)C(=O)OCC (Diethyl 2-acetamidomalonate), [O-]CC.[Na+] (sodium ethoxide). The yield is 57.8%. The product is C(C)(=O)NC(C(=O)OCC)(C(=O)OCC)CCCCCCCCCCCCCCCCCCCCCC (diethyl 2-acetamido-2-docosylmalonate). RXN SMILES: [C:1]([NH:4][CH:5]([C:11]([O:13][CH2:14][CH3:15])=[O:12])[C:6]([O:8][CH2:9][CH3:10])=[O:7])(=[O:3])[CH3:2].[O-]CC.[Na+].[CH2:20](Br)[CH2:21][CH2:22][CH2:23][CH2:24][CH2:25][CH2:26][CH2:27][CH2:28][CH2:29][CH2:30][CH2:31][CH2:32][CH2:33][CH2:34][CH2:35][CH2:36][CH2:37][CH2:38][CH2:39][CH2:40][CH3:41].Cl>C(O)C>[C:1]([NH:4][C:5]([CH2:41][CH2:40][CH2:39][CH2:38][CH2:37][CH2:36][CH2:35][CH2:34][CH2:33][CH2:32][CH2:31][CH2:30][CH2:29][CH2:28][CH2:27][CH2:26][CH2:25][CH2:24][CH2:23][CH2:22][CH2:21][CH3:20])([C:11]([O:13][CH2:14][CH3:15])=[O:12])[C:6]([O:8][CH2:9][CH3:10])=[O:7])(=[O:3])[CH3:2] |f:1.2|. Reported procedure: Diethyl 2-acetamidomalonate (3.0 g) was dissolved in 50 ml of dry ethanol and 1.3 g of sodium ethoxide was added thereto. A solution of 6.5 g of docosyl bromide in 20 ml of dry ethanol was added thereto while stirring at room temperature. The inside of the reaction vessel was displaced with nitrogen and the mixture was refluxed for about 15 hours. The mixture was neutralized with a 1 N aqueous hydrochloric acid solution and concentrated. The concentrate was purified by silica gel column chromato... Run in C(C)O (ethanol), C(C)O (ethanol).